From a dataset of the Open Reaction Database (ORD), a public repository of structured organic reaction records. describe an organic reaction: reactants, conditions, products, and yield Starting materials: C(=O)([O-])[O-].[K+].[K+] (K2CO3), BrC1=C(C=C(O)C=C1)O (4-bromoresorcinol), S(=O)(=O)(C1=CC=C(C)C=C1)Cl (TsCl). Solvent: CC(=O)C (acetone). Conditions: temperature 50 celsius, time 18 hour. Product: CC1=CC=C(C=C1)S(=O)(=O)OC1=CC(=C(C=C1)Br)O (4-bromo-3-hydroxyphenyl 4-methylbenzenesulfonate). RXN SMILES: C([O-])([O-])=O.[K+].[K+].[Br:7][C:8]1[CH:14]=[CH:13][C:11]([OH:12])=[CH:10][C:9]=1[OH:15].[S:16](Cl)([C:19]1[CH:25]=[CH:24][C:22]([CH3:23])=[CH:21][CH:20]=1)(=[O:18])=[O:17]>CC(C)=O>[CH3:23][C:22]1[CH:24]=[CH:25][C:19]([S:16]([O:12][C:11]2[CH:13]=[CH:14][C:8]([Br:7])=[C:9]([OH:15])[CH:10]=2)(=[O:18])=[O:17])=[CH:20][CH:21]=1 |f:0.1.2|. Procedure details: K2CO3 (3 eq) was added to a stirred mixture of 4-bromoresorcinol (0.35 M) and TsCl (1.2 eq) in acetone and the mixture stirred at 50° C. for 18 h. Volatiles were removed in vacuo and the residue partitioned between 6 N HCl (aq) and EtOAc. The combined organic fractions were washed with brine, dried (Na2SO4), filtered and evaporated in vacuo to give the title compound. The product was used in the next step without further purification. (ES+) m/z 343, 345 (M+H)+. Starting materials: O=C([O-])[O-], CCOC(=O)CBr, [Cs+], [Cs+], Cc1cc2c(cc1C(F)(F)F)N(CC1CCNCC1)CCCC2N(Cc1cc(C(F)(F)F)cc(C(F)(F)F)c1)c1nnn(C)n1, CN(C)C=O, O. Product: CCOC(=O)CN1CCC(CN2CCCC(N(Cc3cc(C(F)(F)F)cc(C(F)(F)F)c3)c3nnn(C)n3)c3cc(C)c(C(F)(F)F)cc32)CC1. Reaction SMILES: [C:53](=[O:54])([O-:55])[O-:56].[CH2:46]([CH3:47])[O:48][C:49]([CH2:50][Br:51])=[O:52].[Cs+:57].[Cs+:58].[F:1][C:2]([c:3]1[cH:4][c:5]([CH2:6][N:7]([c:8]2[n:9][n:10][n:11]([CH3:13])[n:12]2)[CH:14]2[c:15]3[c:16]([cH:28][c:29]([C:33]([F:34])([F:35])[F:36])[c:30]([CH3:32])[cH:31]3)[N:17]([CH2:21][CH:22]3[CH2:23][CH2:24][NH:25][CH2:26][CH2:27]3)[CH2:18][CH2:19][CH2:20]2)[cH:37][c:38]([C:40]([F:41])([F:42])[F:43])[cH:39]1)([F:44])[F:45].[O:60]=[CH:61][N:62]([CH3:63])[CH3:64].[OH2:59]>>[F:1][C:2]([c:3]1[cH:4][c:5]([CH2:6][N:7]([c:8]2[n:9][n:10][n:11]([CH3:13])[n:12]2)[CH:14]2[c:15]3[c:16]([cH:28][c:29]([C:33]([F:34])([F:35])[F:36])[c:30]([CH3:32])[cH:31]3)[N:17]([CH2:21][CH:22]3[CH2:23][CH2:24][N:25]([CH2:50][C:49]([O:48][CH2:46][CH3:47])=[O:52])[CH2:26][CH2:27]3)[CH2:18][CH2:19][CH2:20]2)[cH:37][c:38]([C:40]([F:41])([F:42])[F:43])[cH:39]1)([F:44])[F:45]. Procedure details: Methyl trans-4-[{2-[(t-butoxycarbonyl)amino]ethyl}-(chloroacetyl)amino]cyclohexanecarboxylate (560 mg) obtained in Reference Example 71(2) is dissolved in N,N-dimethylacetamide (5 ml), and 60% sodium hydride in oil (119 mg) is added thereto under ice-cooling. The reaction solution is then stirred for 0.5 hours under the same cooling conditions. Saturated aqueous ammonium chloride solution and water are poured to the reaction solution successively under ice-cooling, and the mixture is extracted w... Starting materials: [H-].[Na+] (sodium hydride), C(C)(C)(C)OC(=O)NCCN([C@@H]1CC[C@H](CC1)C(=O)OC)C(CCl)=O (Methyl trans-4-[{2-[(t-butoxycarbonyl)amino]ethyl}-(chloroacetyl)amino]cyclohexanecarboxylate), [Cl-].[NH4+] (ammonium chloride), O (water). Reaction conditions: time 0.5 hour. Reaction SMILES: [C:1]([O:5][C:6]([NH:8][CH2:9][CH2:10][N:11]([C:22](=[O:25])[CH2:23]Cl)[C@H:12]1[CH2:17][CH2:16][C@H:15]([C:18]([O:20][CH3:21])=[O:19])[CH2:14][CH2:13]1)=[O:7])([CH3:4])([CH3:3])[CH3:2].[H-].[Na+].[Cl-].[NH4+].O>CN(C)C(=O)C>[CH3:21][O:20][C:18]([C@H:15]1[CH2:16][CH2:17][C@H:12]([N:11]2[CH2:10][CH2:9][N:8]([C:6]([O:5][C:1]([CH3:4])([CH3:3])[CH3:2])=[O:7])[CH2:23][C:22]2=[O:25])[CH2:13][CH2:14]1)=[O:19] |f:1.2,3.4|. Product: COC(=O)[C@@H]1CC[C@H](CC1)N1C(CN(CC1)C(=O)OC(C)(C)C)=O (t-butyl 4-[trans-4-(methoxycarbonyl)cyclohexyl]-3-oxopiperazine-1-carboxylate). The yield is 59.7%. Solvent: oil, CN(C(C)=O)C (N,N-dimethylacetamide). Reactants: CN(CCCCCCCCCCCC)C (dimethyldodecyl amine), ClCC(CO)O (3-chloro-1,2-dihydroxypropane). The product is [Cl-].OC(C[N+](C)(C)CCCCCCCCCCCC)CO (2,3-Dihydroxypropyldodecyldimethylammonium chloride). Reaction SMILES: [CH3:1][N:2]([CH3:15])[CH2:3][CH2:4][CH2:5][CH2:6][CH2:7][CH2:8][CH2:9][CH2:10][CH2:11][CH2:12][CH2:13][CH3:14].[Cl:16][CH2:17][CH:18]([OH:21])[CH2:19][OH:20]>>[Cl-:16].[OH:21][CH:18]([CH2:19][OH:20])[CH2:17][N+:2]([CH2:3][CH2:4][CH2:5][CH2:6][CH2:7][CH2:8][CH2:9][CH2:10][CH2:11][CH2:12][CH2:13][CH3:14])([CH3:1])[CH3:15] |f:2.3|. Conditions: temperature 30 celsius, time 2 hour. Reported procedure: In a 2 L reactor system 638.06 g of dimethyldodecyl amine (97.6%, 2.92 moles) is added to 603.91 g distilled water. The solution is heated to 30° C. and 21.21 g sodium hydroxide (50%) is added. Over 30 minutes 353.49 g 3-chloro-1,2-dihydroxypropane (99.3%, 3.18 moles) is added while the reaction solution is being mixed with a mechanical stirrer. The reaction solution is mixed at 30° C. for 90 minutes and then the temperature is gradually increased to 40° C. over 45 minutes. The temperature is th... Reactants: C(C)(=O)C=1C=C2CC(NC2=CC1)=O (5-Acetyl-2-oxindole), C(C)[SiH](CC)CC (triethylsilane), FC(C(=O)O)(F)F (trifluoroacetic acid), ice water. Reaction conditions: time 5 hour. The product is C(C)C=1C=C2C(C(NC2=CC1)=O)=CC1=C(C(=CN1)CCC(=O)O)C (3-[5-(5-Ethyl-2-oxo-1,2-dihydro-indol-3-ylidenemethyl)-4-methyl-1H-pyrrol-3-yl]-propionic acid). Yield: 71.0%. Reaction SMILES: [C:1]([C:4]1[CH:5]=[C:6]2[C:10](=[CH:11][CH:12]=1)[NH:9][C:8](=[O:13])[CH2:7]2)(=O)[CH3:2].C([SiH]([CH2:19][CH3:20])CC)C.F[C:22](F)(F)[C:23]([OH:25])=[O:24]>>[CH2:1]([C:4]1[CH:5]=[C:6]2[C:10](=[CH:11][CH:12]=1)[NH:9][C:8](=[O:13])[C:7]2=[CH:11][C:10]1[NH:9][CH:8]=[C:7]([CH2:6][CH2:22][C:23]([OH:25])=[O:24])[C:19]=1[CH3:20])[CH3:2]. Procedure details: 5-Acetyl-2-oxindole (2 g) in 15 mL trifluoroacetic acid in an ice bath was slowly treated with 1.8 g triethylsilane and then stirred at room temperature for 5 hours. One mL of riethylsilane was added and the stirring continued overnight. The reaction mixture was poured into ice water and the resulting precipitate collected by vacuum filtration, washed copiously with water and dried under vacuum to give 1.3 g (71% yield) of the title compound as a yellow solid.